This data is from the Open Reaction Database (ORD), a public repository of structured organic reaction records. The task is: describe an organic reaction: reactants, conditions, products, and yield The reactants are NC1=C(C=C(C=C1)SC#N)[N+](=O)[O-] (1-amino-2-nitro-4-thiocyanatobenzene), CSCCl (methylthiomethylchloride), CN(C=O)C (dimethylformamide), [BH4-].[Na+] (sodium borohydride). Solvent: O (water). Conditions: time 1 hour. Product: NC1=C(C=C(C=C1)SCSC)[N+](=O)[O-] (1-amino-2-nitro-4-methylthiomethylthiobenzene). As a reaction SMILES: [NH2:1][C:2]1[CH:7]=[CH:6][C:5]([S:8][C:9]#N)=[CH:4][C:3]=1[N+:11]([O-:13])=[O:12].CN(C)C=O.[BH4-].[Na+].[CH3:21][S:22]CCl>O>[NH2:1][C:2]1[CH:7]=[CH:6][C:5]([S:8][CH2:9][S:22][CH3:21])=[CH:4][C:3]=1[N+:11]([O-:13])=[O:12] |f:2.3|. Procedure details: 5.85 G. 1-amino-2-nitro-4-thiocyanatobenzene is treated in 20 ml. dimethylformamide under nitrogen at 20°-25° C. with 1.14 g. sodium borohydride. After 1 hour 10 ml. of methylthiomethylchloride is added and the mixture stirred overnight, diluted with water and extracted with chloroform. The dried chloroform solution is passed through a silica gel column, then evaporated to dryness leaving 1-amino-2-nitro-4-methylthiomethylthiobenzene as a red solid. The reactants are FC1=C(C=C(C=C1)[N+](=O)[O-])C1=CC(=NC(=C1)C)C (4-(2-fluoro-5-nitrophenyl)-2,6-dimethylpyridine), FC1=C(C=C(C=C1)[N+](=O)[O-])C1=CC(=NC(=C1)C)C (4-(2-fluoro-5-nitrophenyl)-2,6-dimethylpyridine), [H][H] (hydrogen), [H][H] (hydrogen). The reagents and catalysts are [Pt](=O)=O (platinum dioxide). The solvent is C(C)(=O)O (acetic acid). Product: CC1=NC(=CC(=C1)C=1C=C(C=CC1F)N)C (3-(2,6-dimethyl-4-pyridinyl)-4-fluorobenzeneamine). Reaction SMILES: [F:1][C:2]1[CH:7]=[CH:6][C:5]([N+:8]([O-])=O)=[CH:4][C:3]=1[C:11]1[CH:16]=[C:15]([CH3:17])[N:14]=[C:13]([CH3:18])[CH:12]=1.[H][H]>[Pt](=O)=O.C(O)(=O)C>[CH3:18][C:13]1[CH:12]=[C:11]([C:3]2[CH:4]=[C:5]([NH2:8])[CH:6]=[CH:7][C:2]=2[F:1])[CH:16]=[C:15]([CH3:17])[N:14]=1. Procedure: 4-(2-fluoro-5-nitrophenyl)-2,6-dimethylpyridine, 180 g, was divided into four equal portions and each portion was reduced separately as follows. A mixture containing 45 g of 4-(2-fluoro-5-nitrophenyl)-2,6-dimethylpyridine, 200 ml of acetic acid and 800 mg of platinum dioxide was catalytically hydrogenated until hydrogen uptake ceased, about 4 hours with little hydrogen uptake the last thirty minutes. The catalyst was filtered off, washed with 300 ml of water, and the filtrate made basic by addin... Reactants: COC=1C=C2C(NC=NC2=CC1OCCOC)=O (6-Methoxy-7-(2-methoxyethoxy)-3,4-dihydroquinazolin-4-one), S(=O)(Cl)Cl (thionyl chloride), CN(C)C=O (DMF), FC1=C(N)C=C(C(=C1)F)O (2,4-difluoro-5-hydroxyaniline). Yields the product Cl.FC1=C(NC2=NC=NC3=CC(=C(C=C23)OC)OCCOC)C=C(C(=C1)F)O (4-(2,4-difluoro-5-hydroxyanilino)-6-methoxy-7-(2-methoxyethoxy)quinazoline hydrochloride). The yield is 28.0%. RXN SMILES: [CH3:1][O:2][C:3]1[CH:4]=[C:5]2[C:10](=[CH:11][C:12]=1[O:13][CH2:14][CH2:15][O:16][CH3:17])[N:9]=[CH:8][NH:7][C:6]2=O.CN(C=O)C.[F:24][C:25]1[CH:31]=[C:30]([F:32])[C:29]([OH:33])=[CH:28][C:26]=1[NH2:27].S(Cl)([Cl:36])=O>>[ClH:36].[F:24][C:25]1[CH:31]=[C:30]([F:32])[C:29]([OH:33])=[CH:28][C:26]=1[NH:27][C:6]1[C:5]2[C:10](=[CH:11][C:12]([O:13][CH2:14][CH2:15][O:16][CH3:17])=[C:3]([O:2][CH3:1])[CH:4]=2)[N:9]=[CH:8][N:7]=1 |f:4.5|. Procedure: 6-Methoxy-7-(2-methoxyethoxy)-3,4-dihydroquinazolin-4-one (200 mg, 0.8 mmol), (prepared as described for the starting material in Example 9), and DMF (0.1 ml) in thionyl chloride (20 ml) were heated at reflux for 2 hours. Excess thionyl chloride was removed by evaporation and the residue azeotroped with toluene. The residue was dissolved in isopropranol (15 ml), 2,4-difluoro-5-hydroxyaniline (128 mg, 0.88 mmol), (prepared as described for the starting material in Example 11), added, and the mixt... Reactants: CCON, CCO, Cl, [Na+], [OH-], CCC(=O)C1=C(O)CC(c2c(C)cc(C)c([N+](=O)[O-])c2C)CC1=O. Product: CCON=C(CC)C1=C(O)CC(c2c(C)cc(C)c([N+](=O)[O-])c2C)CC1=O. Reaction SMILES: [CH2:2]([CH3:3])[O:4][NH2:5].[CH3:32][CH2:33][OH:34].[ClH:1].[Na+:7].[OH-:6].[OH:8][C:9]1=[C:10]([C:28]([CH2:29][CH3:30])=[O:31])[C:11](=[O:27])[CH2:12][CH:13]([c:15]2[c:16]([CH3:26])[c:17]([N+:23](=[O:24])[O-:25])[c:18]([CH3:22])[cH:19][c:20]2[CH3:21])[CH2:14]1>>[CH2:2]([CH3:3])[O:4][N:5]=[C:28]([C:10]1=[C:9]([OH:8])[CH2:14][CH:13]([c:15]2[c:16]([CH3:26])[c:17]([N+:23](=[O:24])[O-:25])[c:18]([CH3:22])[cH:19][c:20]2[CH3:21])[CH2:12][C:11]1=[O:27])[CH2:29][CH3:30]. RXN SMILES: [F:1][C:2]1[CH:7]=[CH:6][C:5]([C:8]([C:16]2[CH:21]=[CH:20][C:19]([F:22])=[CH:18][CH:17]=2)([CH:10]2[CH2:15][CH2:14][NH:13][CH2:12][CH2:11]2)[OH:9])=[CH:4][CH:3]=1.Cl[CH2:24][CH2:25][CH2:26][CH2:27][C:28]([NH:30][CH3:31])=[O:29].C(=O)([O-])[O-].[Na+].[Na+].[I-].[K+]>CN(C)C=O.C(OCC)C.O>[F:1][C:2]1[CH:7]=[CH:6][C:5]([C:8]([C:16]2[CH:17]=[CH:18][C:19]([F:22])=[CH:20][CH:21]=2)([OH:9])[CH:10]2[CH2:11][CH2:12][N:13]([CH2:24][CH2:25][CH2:26][CH2:27][C:28]([NH:30][CH3:31])=[O:29])[CH2:14][CH2:15]2)=[CH:4][CH:3]=1 |f:2.3.4,5.6|. The product is FC1=CC=C(C=C1)C(C1CCN(CC1)CCCCC(=O)NC)(O)C1=CC=C(C=C1)F (4-[Bis(4-fluorophenyl)hydroxymethyl]-N-methyl-1-piperidinepentanamide). The reactants are FC1=CC=C(C=C1)C(O)(C1CCNCC1)C1=CC=C(C=C1)F (α,α-bis(4-fluorophenyl)-4-piperidinemethanol), ClCCCCC(=O)NC (5-chloro-N-methylpentanamide), C([O-])([O-])=O.[Na+].[Na+] (sodium carbonate), [I-].[K+] (potassium iodide). Procedure: A solution of 6.1 g (0.020 mole) of α,α-bis(4-fluorophenyl)-4-piperidinemethanol, 3.7 g (0.025 mole) of 5-chloro-N-methylpentanamide, 8.5 g (0.080 mole) of anhydrous sodium carbonate and 0.4 g (0.002 mole) of potassium iodide in 100 mL of N,N-dimethylformamide was heated on a steam bath for 24 h. The mixture was poured into 1.5 L of water and extracted twice with 500 ml portions of ethyl acetate. The ethyl acetate portions were combined, washed with water and brine, dried (MgSO4) and concentrate... Solvent: CN(C=O)C (N,N-dimethylformamide), O (water), C(C)OCC (ethyl ether). The yield is 70.8%. Starting materials: C[C@H]1[C@H]2[C@H](C[C@H]3[C@@H]4CC[C@H]5C[C@H](CC[C@]5(C)[C@H]4C([C@H]([C@]23C)O)=O)O)O[C@]12CC[C@@H](C)CO2 ((3β,5α,12β,25R)spirostan-3,12-diol-11-one), [Li] (lithium), N (ammonia). Yields the product C[C@H]1[C@H]2[C@H](C[C@H]3[C@@H]4CC[C@H]5C[C@H](CC[C@]5(C)[C@H]4[C@@H]([C@H]([C@]23C)O)O)O)O[C@]12CC[C@@H](C)CO2 ((3β,5α,11α,12β,25R)spirostan-3,11,12-triol). RXN SMILES: [CH3:1][C@@H:2]1[C@:26]2([O:32][CH2:31][C@H:29]([CH3:30])[CH2:28][CH2:27]2)[O:25][C@H:4]2[CH2:5][C@@H:6]3[C@@:20]([CH3:21])([C@@H:3]12)[C@H:19]([OH:22])[C:18](=[O:23])[C@H:17]1[C@H:7]3[CH2:8][CH2:9][C@@H:10]2[C@:15]1([CH3:16])[CH2:14][CH2:13][C@H:12]([OH:24])[CH2:11]2.[Li].N>>[CH3:1][C@@H:2]1[C@:26]2([O:32][CH2:31][C@H:29]([CH3:30])[CH2:28][CH2:27]2)[O:25][C@H:4]2[CH2:5][C@@H:6]3[C@@:20]([CH3:21])([C@@H:3]12)[C@H:19]([OH:22])[C@@H:18]([OH:23])[C@H:17]1[C@H:7]3[CH2:8][CH2:9][C@@H:10]2[C@:15]1([CH3:16])[CH2:14][CH2:13][C@H:12]([OH:24])[CH2:11]2 |^1:32|. Procedure: (3β,5α,12β,25R)spirostan-3,12-diol-11-one was converted into the title compound via reduction with lithium and ammonia according to the procedure described in J. Am. Chem. Soc., 1953, 75, 1282. Starting materials: Fc1ccc(NC2CCN(c3ncccc3Br)CC2)cc1, O=Cc1ccc(B(O)O)o1, [Na+], [Na+], O=C([O-])[O-], CN(C)C=O. The product is O=Cc1ccc(-c2cccnc2N2CCC(Nc3ccc(F)cc3)CC2)o1. As a reaction SMILES: [Br:1][c:2]1[c:3]([N:8]2[CH2:9][CH2:10][CH:11]([NH:14][c:15]3[cH:16][cH:17][c:18]([F:21])[cH:19][cH:20]3)[CH2:12][CH2:13]2)[n:4][cH:5][cH:6][cH:7]1.[CH:22](=[O:23])[c:24]1[cH:25][cH:26][c:27]([B:29]([OH:30])[OH:31])[o:28]1.[Na+:32].[Na+:33].[O-:34][C:35](=[O:36])[O-:37].[O:38]=[CH:39][N:40]([CH3:41])[CH3:42]>>[c:2]1(-[c:27]2[cH:26][cH:25][c:24]([CH:22]=[O:23])[o:28]2)[c:3]([N:8]2[CH2:9][CH2:10][CH:11]([NH:14][c:15]3[cH:16][cH:17][c:18]([F:21])[cH:19][cH:20]3)[CH2:12][CH2:13]2)[n:4][cH:5][cH:6][cH:7]1. Starting materials: C(CC)NC(=O)C1=CC=2N(C3=CC=CC=C3SC2C=C1)C(CN1CCCC1)C (N-propyl-10-[1-(1-pyrrolidinyl)-2-propyl]-2-phenothiazinecarboxamide), CBr (methyl bromide). Run in CC(=O)C (acetone), CC(=O)C (acetone). Conditions: temperature 20 celsius. Yields the product [Br-].C[N+]1(CCCC1)CC(C)N1C2=CC=CC=C2SC=2C=CC(=CC12)C(NCCC)=O (1-Methyl-1-[2-(2-propylcarbamoyl-10-phenothiazinyl)propyl]pyrrolidinium bromide). Reaction SMILES: [CH2:1]([NH:4][C:5]([C:7]1[CH:20]=[CH:19][C:18]2[S:17][C:16]3[C:11](=[CH:12][CH:13]=[CH:14][CH:15]=3)[N:10]([CH:21]([CH3:28])[CH2:22][N:23]3[CH2:27][CH2:26][CH2:25][CH2:24]3)[C:9]=2[CH:8]=1)=[O:6])[CH2:2][CH3:3].[CH3:29][Br:30]>CC(C)=O>[Br-:30].[CH3:29][N+:23]1([CH2:22][CH:21]([N:10]2[C:9]3[CH:8]=[C:7]([C:5](=[O:6])[NH:4][CH2:1][CH2:2][CH3:3])[CH:20]=[CH:19][C:18]=3[S:17][C:16]3[C:11]2=[CH:12][CH:13]=[CH:14][CH:15]=3)[CH3:28])[CH2:27][CH2:26][CH2:25][CH2:24]1 |f:3.4|. Procedure: A solution of N-propyl-10-[1-(1-pyrrolidinyl)-2-propyl]-2-phenothiazinecarboxamide, L series (5.5 g), in acetone (15 cc) is introduced, dropwise and with stirring during 30 minutes, into a solution of methyl bromide (9.5 g) in acetone (90 cc), and stirring is maintained for 16 hours at a temperature in the region of 20° C. The suspension obtained is filtered and the solid is washed with acetone (3×1 cc), drained and dried at 40° C. under reduced pressure (5 mm Hg; 0.7 kPa). This amorphous white ... The reactants are [Na] (sodium), C(C(C)(C)C)(=O)Cl (pivaloyl chloride), C(#N)C(C(=O)OCC)=C(C(CC)CC)O (ethyl 2-cyano-3-hydroxy-4-ethyl-2-hexenoate), O([Na])C (NaOCH3). The solvent is C(C)#N (acetonitrile), C(C)O (ethanol). Run at temperature 20 celsius. The product is C(#N)C(C(=O)OCC)=C(C(CC)CC)OC(C(C)(C)C)=O (Ethyl 2-cyano-3-[(pivaloyl)oxy]-4-ethyl-2-hexenoate). RXN SMILES: [C:1]([C:3](=[C:9]([OH:15])[CH:10]([CH2:13][CH3:14])[CH2:11][CH3:12])[C:4]([O:6][CH2:7][CH3:8])=[O:5])#[N:2].O(C)[Na].[Na].[C:20](Cl)(=[O:25])[C:21]([CH3:24])([CH3:23])[CH3:22]>C(O)C.C(#N)C>[C:1]([C:3](=[C:9]([O:15][C:20](=[O:25])[C:21]([CH3:24])([CH3:23])[CH3:22])[CH:10]([CH2:13][CH3:14])[CH2:11][CH3:12])[C:4]([O:6][CH2:7][CH3:8])=[O:5])#[N:2] |^1:18|. Procedure: 36 g (0.17 mol) of ethyl 2-cyano-3-hydroxy-4-ethyl-2-hexenoate were dissolved in ethanol, and 31 g (0.17 mol) of 30% strength NaOCH3 solution were added. The mixture was then concentrated to dryness, and the sodium enolate was released by adding toluene and reconcentration of alcohol residues. 39.7 g (0.17 mol) of the resulting sodium salt were initially charged in acetonitrile and, at 0° C. with warming to 20° C., mixed dropwise with 27.4 g (0.23 mol) of pivaloyl chloride. After 16 g of stirrin...